This data is from the Open Reaction Database (ORD), a public repository of structured organic reaction records. The task is: describe an organic reaction: reactants, conditions, products, and yield Starting materials: CN1C(CCC2=CC(=CC=C12)B1OC(C(O1)(C)C)(C)C)=O (1-methyl-6-(4,4,5,5-tetramethyl-[1,3,2]dioxaborolan-2-yl)-3,4-dihydro-1H-quinolin-2-one), BrC=1C=C(C=NC1)CN1C(CC[C@H]1C(O[SiH2]C(C)(C)C)(C)C)=O ((S)-1-(5-bromo-pyridin-3-ylmethyl)-5-(tert-butyl-dimethyl-silanyloxymethyl)-pyrrolidin-2-one). The product is C(C)(C)(C)[SiH2]OC([C@H]1N(C(CC1)=O)CC=1C=C(C=NC1)C=1C=C2CCC(N(C2=CC1)C)=O)(C)C (6-{5-[(S)-2-(tert-Butyl-dimethyl-silanyloxymethyl)-5-oxo-pyrrolidin-1-ylmethyl]-pyridin-3-yl}-1-methyl-3,4-dihydro-1H-quinolin-2-one). Reaction SMILES: [CH3:1][N:2]1[C:11]2[C:6](=[CH:7][C:8](B3OC(C)(C)C(C)(C)O3)=[CH:9][CH:10]=2)[CH2:5][CH2:4][C:3]1=[O:21].Br[C:23]1[CH:24]=[C:25]([CH2:29][N:30]2[C@H:34]([C:35]([CH3:43])([CH3:42])[O:36][SiH2:37][C:38]([CH3:41])([CH3:40])[CH3:39])[CH2:33][CH2:32][C:31]2=[O:44])[CH:26]=[N:27][CH:28]=1>>[C:38]([SiH2:37][O:36][C:35]([CH3:43])([CH3:42])[C@@H:34]1[CH2:33][CH2:32][C:31](=[O:44])[N:30]1[CH2:29][C:25]1[CH:24]=[C:23]([C:8]2[CH:7]=[C:6]3[C:11](=[CH:10][CH:9]=2)[N:2]([CH3:1])[C:3](=[O:21])[CH2:4][CH2:5]3)[CH:28]=[N:27][CH:26]=1)([CH3:41])([CH3:39])[CH3:40]. Procedure: In analogy to the procedure described for the preparation of intermediate A-3 [C], 1-methyl-6-(4,4,5,5-tetramethyl-[1,3,2]dioxaborolan-2-yl)-3,4-dihydro-1H-quinolin-2-one (intermediate A-1) has been coupled to (S)-1-(5-bromo-pyridin-3-ylmethyl)-5-(tert-butyl-dimethyl-silanyloxymethyl)-pyrrolidin-2-one to give the title compound as a brown foam. MS: 480.3 (M+H+). Reactants: O=[O+][O-] (O3), C(C)(C)(C)OC(=O)N[C@H]([C@@H](C=C)OS(=O)(=O)C)CC(C)C ((3R, 4S)-4-(t-Butyloxycarbonylamino)-3-(methanesulfonyloxy)-6-methyl-1-heptene), C1(=CC=CC=C1)P(C1=CC=CC=C1)(C1=CC=CC=C1)=CC(=O)OC (methyl (triphenylphosphoranylidene)acetate). Run in ClCCl (dichloromethane). Run at time 4 hour. The product is C(C)(C)(C)OC(=O)N[C@H]([C@@H](/C=C/C(=O)OC)OS(=O)(=O)C)CC(C)C (trans-(4R,5S)-Methyl 5-(t-Butyloxycarbonylamino)-4-(methanesulfonyloxy)-7-methyl-2-octenoate). Isolated yield 30.6%. As a reaction SMILES: [C:1]([O:5][C:6]([NH:8][C@@H:9]([CH2:18][CH:19]([CH3:21])[CH3:20])[C@H:10]([O:13][S:14]([CH3:17])(=[O:16])=[O:15])[CH:11]=[CH2:12])=[O:7])([CH3:4])([CH3:3])[CH3:2].O=[O+][O-].C1(P(=C[C:45]([O:47][CH3:48])=[O:46])(C2C=CC=CC=2)C2C=CC=CC=2)C=CC=CC=1>ClCCl>[C:1]([O:5][C:6]([NH:8][C@@H:9]([CH2:18][CH:19]([CH3:21])[CH3:20])[C@H:10]([O:13][S:14]([CH3:17])(=[O:16])=[O:15])/[CH:11]=[CH:12]/[C:45]([O:47][CH3:48])=[O:46])=[O:7])([CH3:4])([CH3:3])[CH3:2]. Procedure details: A solution of 0.22 g (0.69 mmol) of the resultant compound of Example 32 in 15 ml of dichloromethane was cooled to -78° C. and treated with a stream of O3 in air until the blue color persisted. The solution was subsequently purged with air until the blue color was discharged, treated with 0.5 ml of dimethylsulfide, allowed to warm to ambient temperature over 40 min, and treated with 0.29 g (0.87 mmol) of methyl (triphenylphosphoranylidene)acetate. The resulting solution was stirred at ambient te... Reactants: C(C)(C)(C)NCC(COC1=C(C(=O)CCC(=O)OC)C=C(C=C1)Cl)O (Methyl 3-[2-(3-t-butylamino-2-hydroxypropoxy)-5-chlorobenzoyl]propionate), O.NN (hydrazine hydrate). Product: C(C)(C)(C)NCC(COC1=C(C=C(C=C1)Cl)C=1CCC(NN1)=O)O (6-[2(3-t-butylamino-2-hydroxypropoxy)-5-chlorophenyl]-4,5-dihydro-3(2H)-pyridazinone). As a reaction SMILES: [C:1]([NH:5][CH2:6][CH:7]([OH:25])[CH2:8][O:9][C:10]1[CH:23]=[CH:22][C:21]([Cl:24])=[CH:20][C:11]=1[C:12]([CH2:14][CH2:15][C:16](OC)=[O:17])=O)([CH3:4])([CH3:3])[CH3:2].O.[NH2:27][NH2:28]>>[C:1]([NH:5][CH2:6][CH:7]([OH:25])[CH2:8][O:9][C:10]1[CH:23]=[CH:22][C:21]([Cl:24])=[CH:20][C:11]=1[C:12]1[CH2:14][CH2:15][C:16](=[O:17])[NH:27][N:28]=1)([CH3:4])([CH3:3])[CH3:2] |f:1.2|. Procedure: Methyl 3-[2-(3-t-butylamino-2-hydroxypropoxy)-5-chlorobenzoyl]propionate was cyclised with hydrazine hydrate in a similar manner to the procedure described in Example 2(ii) to give 6-[2(3-t-butylamino-2-hydroxypropoxy)-5-chlorophenyl]-4,5-dihydro-3(2H)-pyridazinone. The reactants are CC(=O)O, O, Cc1c2n(c3ccccc13)C(=O)C(C(O)c1nccn1C(c1ccccc1)(c1ccccc1)c1ccccc1)CC2. The product is Cc1c2n(c3ccccc13)C(=O)C(C(O)c1ncc[nH]1)CC2. Reaction SMILES: [CH3:42][C:43](=[O:44])[OH:45].[OH2:46].[OH:1][CH:2]([CH:3]1[CH2:4][CH2:5][c:6]2[n:7]([c:8]3[cH:9][cH:10][cH:11][cH:12][c:13]3[c:14]2[CH3:15])[C:16]1=[O:17])[c:18]1[n:19]([C:23]([c:24]2[cH:25][cH:26][cH:27][cH:28][cH:29]2)([c:30]2[cH:31][cH:32][cH:33][cH:34][cH:35]2)[c:36]2[cH:37][cH:38][cH:39][cH:40][cH:41]2)[cH:20][cH:21][n:22]1>>[OH:1][CH:2]([CH:3]1[CH2:4][CH2:5][c:6]2[n:7]([c:8]3[cH:9][cH:10][cH:11][cH:12][c:13]3[c:14]2[CH3:15])[C:16]1=[O:17])[c:18]1[n:19][cH:20][cH:21][nH:22]1. Reactants: C(=O)C1=CC=C(C=N1)C1=CC=C(C(=O)N)C=C1 (4-(6-formylpyridin-3-yl)benzamide), C(C)[Mg]Br (ethyl magnesium bromide). Run in C(C)(=O)OCC (ethyl acetate), C1CCOC1 (THF). Reaction conditions: time 3 hour. Product: OC(CC)C1=CC=C(C=N1)C1=CC=C(C(=O)N)C=C1 (4-(6-(1-hydroxypropyl)pyridin-3-yl)benzamide). Isolated yield 50.2%. As a reaction SMILES: [CH:1]([C:3]1[N:8]=[CH:7][C:6]([C:9]2[CH:17]=[CH:16][C:12]([C:13]([NH2:15])=[O:14])=[CH:11][CH:10]=2)=[CH:5][CH:4]=1)=[O:2].[CH2:18]([Mg]Br)[CH3:19]>C1COCC1.C(OCC)(=O)C>[OH:2][CH:1]([C:3]1[N:8]=[CH:7][C:6]([C:9]2[CH:17]=[CH:16][C:12]([C:13]([NH2:15])=[O:14])=[CH:11][CH:10]=2)=[CH:5][CH:4]=1)[CH2:18][CH3:19]. Procedure: To a solution of 4-(6-formylpyridin-3-yl)benzamide (0.30 g, 1.32 mmol), in THF (30 mL) was added ethyl magnesium bromide (0.53 g, 3.97 mmol, 3M in diethyl ether) under nitrogen at 0° C. and the contents were stirred for 3 h at the same temperature. The contents were diluted with ethyl acetate (150 mL), quenched with ammonium chloride solution (100 mL), the organic layer washed with brine solution (2×100 mL), the layers separated, the organic layer dried over sodium sulphate and distilled off to ...